Dataset: the Open Reaction Database (ORD), a public repository of structured organic reaction records. Task: describe an organic reaction: reactants, conditions, products, and yield Reactants: C(C1=CC=CC=C1)(=O)Cl (benzoyl chloride), F[C@]1([C@H]([C@H]([C@@H](O1)N1C(=O)NC(=O)C=C1)O)O)CO (4′-fluorouridine), N1=CC=CC=C1 (pyridine), CCOC(=O)C (EtOAc). Reaction conditions: time 30 minute. Product: C(C1=CC=CC=C1)(=O)OC[C@]1(O[C@H]([C@@H]2OC(O[C@@H]21)(C)C)N2C(NC(C=C2)=O)=O)F (((3aS,4S,6R,6aR)-6-(2,4-dioxo-3,4-dihydropyrimidin-1(2H)-yl)-4-fluoro-2,2-dimethyltetrahydrofuro[3,4-d][1,3]dioxol-4-yl)methyl benzoate). The yield is 83.0%. RXN SMILES: [F:1][C@:2]1([CH2:17][OH:18])[O:6][C@@H:5]([N:7]2[CH:14]=[CH:13][C:11](=[O:12])[NH:10][C:8]2=[O:9])[C@H:4]([OH:15])[C@@H:3]1[OH:16].[C:19](Cl)(=[O:26])[C:20]1[CH:25]=[CH:24][CH:23]=[CH:22][CH:21]=1.CCOC(C)=O.N1C=C[CH:37]=[CH:36][CH:35]=1>>[C:19]([O:18][CH2:17][C@:2]1([F:1])[C@@H:3]2[C@@H:4]([O:15][C:36]([CH3:37])([CH3:35])[O:16]2)[C@H:5]([N:7]2[CH:14]=[CH:13][C:11](=[O:12])[NH:10][C:8]2=[O:9])[O:6]1)(=[O:26])[C:20]1[CH:25]=[CH:24][CH:23]=[CH:22][CH:21]=1. Reported procedure: The protected 4′-fluorouridine (A1, 3.0 g, 9.93 mmol, 1 eq.) was dissolved in anhydrous pyridine (15 mL). The mixture was stirred under an argon atmosphere while benzoyl chloride (1.73 mL, 2.05 g, 14.3 mmol, 1.5 eq) was added drop-wise at room temperature. The mixture was stirred at room temperature and was followed by tlc (silica gel, 100% EtOAc). The reaction was complete within 30 minutes. The reaction mixture was concentrated under reduced pressure and purified by CombiFlash® column chromato... Reactants: ClC(COC(=O)N(CC(=O)NC1[C@@H]2N(C(C(S2)(CBr)C)C(=O)OCC(Cl)(Cl)Cl)C1=O)C1=CC=CC=C1)(Cl)Cl (2,2,2-trichloroethyl 6-[N-(2,2,2-trichloroethoxycarbonyl)phenylglycyl]amino-2-methyl-2-bromomethylpenam-3-carboxylate), N1=CC=CC=C1 (pyridine), C(Cl)(Cl)Cl (chloroform). Yields the product ClC(COC(=O)N(CC(=O)NC1[C@@H]2N(C(=C(CS2)C)C(=O)OCC(Cl)(Cl)Cl)C1=O)C1=CC=CC=C1)(Cl)Cl (2,2,2-trichloroethyl 7-[N-(2,2,2-trichloroethoxycarbonyl)phenylglycyl]amino-3-methyl-3-cephem-4-carboxylate). As a reaction SMILES: ClC(Cl)(Cl)[CH2:3][O:4][C:5]([N:7]([C:31]1[CH:36]=[CH:35][CH:34]=[CH:33][CH:32]=1)[CH2:8][C:9]([NH:11][CH:12]1[C:29](=[O:30])[N:14]2[CH:15]([C:21]([O:23][CH2:24][C:25]([Cl:28])([Cl:27])[Cl:26])=[O:22])[C:16]([CH3:20])([CH2:18]Br)[S:17][C@H:13]12)=[O:10])=[O:6].N1C=CC=CC=1.[CH:45]([Cl:48])([Cl:47])[Cl:46]>>[Cl:46][C:45]([Cl:48])([Cl:47])[CH2:3][O:4][C:5]([N:7]([C:31]1[CH:32]=[CH:33][CH:34]=[CH:35][CH:36]=1)[CH2:8][C:9]([NH:11][CH:12]1[C:29](=[O:30])[N:14]2[C:15]([C:21]([O:23][CH2:24][C:25]([Cl:28])([Cl:26])[Cl:27])=[O:22])=[C:16]([CH3:18])[CH2:20][S:17][C@H:13]12)=[O:10])=[O:6]. Procedure: A mixture of 2,2,2-trichloroethyl 6-[N-(2,2,2-trichloroethoxycarbonyl)phenylglycyl]amino-2-methyl-2-bromomethylpenam-3-carboxylate (0.43 g.), dry pyridine (0.09 g.) and dry chloroform (10 cc) was heated under reflux for 4.5 hours. The chloroform layer was separated, washed with water, dried and then concentrated. The residue was recrystallized from ether to yield needles (0.23 g.) of 2,2,2-trichloroethyl 7-[N-(2,2,2-trichloroethoxycarbonyl)phenylglycyl]amino-3-methyl-3-cephem-4-carboxylate, m.p.... Starting materials: O=C([O-])[O-], CS(N)(=O)=O, CS(C)=O, Cl, N#Cc1cc(F)ccc1F, [K+], [K+]. Product: CS(=O)(=O)Nc1ccc(F)cc1C#N. Reaction SMILES: [C:16](=[O:17])([O-:18])[O-:19].[CH3:11][S:12](=[O:13])(=[O:14])[NH2:15].[CH3:23][S:24]([CH3:25])=[O:26].[ClH:22].[F:1][c:2]1[c:3]([C:4]#[N:5])[cH:6][c:7]([F:10])[cH:8][cH:9]1.[K+:20].[K+:21]>>[c:2]1([NH:15][S:12]([CH3:11])(=[O:13])=[O:14])[c:3]([C:4]#[N:5])[cH:6][c:7]([F:10])[cH:8][cH:9]1. Reactants: C(CCC)[Li] (n-butyllithium), BrCC1=CC(=C(C(=O)OC)C=C1)OC (methyl 4-(bromomethyl)-2-methoxybenzoate), C1(CCCC1)C(=O)O (cyclopentanecarboxylic acid), solution, C(C)(C)[N-]C(C)C.[Li+] (lithium diisopropylamide), [Cl-].[NH4+] (ammonium chloride). Solvent: CCCCCC (n-hexane), C(C)(C)NC(C)C (diisopropylamine), O1CCCC1 (tetrahydrofuran), O1CCCC1 (tetrahydrofuran), O1CCCC1 (tetrahydrofuran), C(C)OCC (diethyl ether). Run at temperature 50 celsius, time 1 hour. Product: COC=1C=C(CC2(CCCC2)C(=O)O)C=CC1C(=O)OC (1-[3-methoxy-4-(methoxycarbonyl)benzyl]-cyclopentanecarboxylic acid). RXN SMILES: [CH:1]1([C:6]([OH:8])=[O:7])[CH2:5][CH2:4][CH2:3][CH2:2]1.C([N-]C(C)C)(C)C.[Li+].C([Li])CCC.Br[CH2:23][C:24]1[CH:33]=[CH:32][C:27]([C:28]([O:30][CH3:31])=[O:29])=[C:26]([O:34][CH3:35])[CH:25]=1.[Cl-].[NH4+]>O1CCCC1.CCCCCC.C(NC(C)C)(C)C.C(OCC)C>[CH3:35][O:34][C:26]1[CH:25]=[C:24]([CH:33]=[CH:32][C:27]=1[C:28]([O:30][CH3:31])=[O:29])[CH2:23][C:1]1([C:6]([OH:8])=[O:7])[CH2:5][CH2:4][CH2:3][CH2:2]1 |f:1.2,5.6|. Procedure: 1.61 mL of cyclopentanecarboxylic acid was dissolved in 5 mL of tetrahydrofuran, and this mixture was added dropwise to 50 mL of solution of lithium diisopropylamide in tetrahydrofuran prepared from 20.9 mL of n-butyllithium in n-hexane (1.56 M) and 4.58 mL of diisopropylamine at −30° C., and then this mixture was stirred for one hour at 50° C. and for another one hour at room temperature. After the reaction mixture was cooled to −30° C., a solution of 5.00 g of methyl 4-(bromomethyl)-2-methoxyb... Reactants: NC1=C(C=C(C(=N1)OC)C(CCC1CCN(CC1)CC(C)C)=O)Cl (1-(6-amino-5-chloro-2-methoxy-3-pyridinyl)-3-(1-isobutyl-4-piperidinyl)-1-propanone). Run in Cl (hydrochloric acid), Cl (hydrochloric acid). Product: NC1=C(C=C(C(N1)=O)C(CCC1CCN(CC1)CC(C)C)=O)Cl (6-Amino-5-chloro-3-[3-(1-isobutyl-4-piperidinyl)propanoyl]-2(1H)-pyridinone). Yield: 40.7%. RXN SMILES: [NH2:1][C:2]1[N:7]=[C:6]([O:8]C)[C:5]([C:10](=[O:23])[CH2:11][CH2:12][CH:13]2[CH2:18][CH2:17][N:16]([CH2:19][CH:20]([CH3:22])[CH3:21])[CH2:15][CH2:14]2)=[CH:4][C:3]=1[Cl:24]>Cl>[NH2:1][C:2]1[NH:7][C:6](=[O:8])[C:5]([C:10](=[O:23])[CH2:11][CH2:12][CH:13]2[CH2:18][CH2:17][N:16]([CH2:19][CH:20]([CH3:21])[CH3:22])[CH2:15][CH2:14]2)=[CH:4][C:3]=1[Cl:24]. Procedure: A mixture of 1-(6-amino-5-chloro-2-methoxy-3-pyridinyl)-3-(1-isobutyl-4-piperidinyl)-1-propanone (step 1 in example 15, 50 mg, 0.141 mmol) in 10% methanolic hydrochloric acid (1 ml) was refluxed for 4 h. To this mixture, concentrated hydrochloric acid (0.2 ml) was added and the mixture was refluxed for 4 h. After cooling to room temperature, the mixture was concentrated in vacuo, treated with SCX column gave brown oil. This oil was chromatographed on a column of silica gel eluting with 25% ammon... Reactants: N1CCCCC1 (piperidine), C(C)(=O)C1C(CCC(C1)C)=O (2-acetyl-4methylcyclohexanone), C(C)(=O)C1C(CCC(C1)C)=O (2-acetyl-4-methylcyclohexanone), C(#N)CC(=O)N (cyanoacetamide). Solvent: C(C)O (ethanol). The product is C(#N)C=1C(NC(=C2CC(CCC12)C)C)=O (4-cyano-1,7-dimethyl-2,3,5,6,7,8hexahydro-3-oxoisoquinoline). RXN SMILES: [C:1]([CH:4]1[CH2:9][CH:8]([CH3:10])[CH2:7][CH2:6][C:5]1=O)(=O)[CH3:2].[C:12]([CH2:14][C:15]([NH2:17])=[O:16])#[N:13].N1CCCCC1>C(O)C>[C:12]([C:14]1[C:15](=[O:16])[NH:17][C:1]([CH3:2])=[C:4]2[C:5]=1[CH2:6][CH2:7][CH:8]([CH3:10])[CH2:9]2)#[N:13]. Procedure details: To the total amount of the crude 2-acetyl-4methylcyclohexanone prepared in (1), 35 ml of ethanol, 3.36 g of cyanoacetamide and a small amount of piperidine were added and the obtained reaction mixture was heated under reflux for four hours. The crystals thus precipitated were filtered and recrystallized from a mixture of methanol and water to give 4.22 g of 4-cyano-1,7-dimethyl-2,3,5,6,7,8hexahydro-3-oxoisoquinoline. m.p. >290° C. NMRδTMSCF3COOH : 1.23 (3H, d), 2.60 (3H, s) and 1.8-3.3 (7H,m). The reactants are FC1=CC=CC(=C1)C=2C=CC=CC2. The reagents and catalysts are O1B(OC(C)(C)C1(C)C)B2OC(C)(C)C(O2)(C)C, N=1C=CC(=CC1C=2N=CC=C(C2)C(C)(C)C)C(C)(C)C, C[OH2+].C[OH2+].C1CC=CCCC=C1.C1CC=CCCC=C1.[Ir].[Ir]. Run in O1CCCC1. Run at temperature 50 celsius, time 24 hour. Yields the product FC=1C=C(C=CC1B2OC(C)(C)C(O2)(C)C)C=3C=CC=CC3. The yield is 11.0%. The reactants are KHCO3, C(C)(C)(C)OC(NC=1COCC(N1)(C)C1=CC(=CC=C1)Br)=O ([5-(3-Bromo-phenyl)-5-methyl-5,6-dihydro-2H-[1,4]oxazin-3-yl]-carbamic acid tert-butyl ester), [N-]=[N+]=[N-].[Na+] (sodium azide), O=C1C(O)=C([O-])[C@H](O1)[C@@H](O)CO.[Na+] (sodium ascorbate), CN[C@H]1[C@@H](CCCC1)NC ((1R,2R)-N,N′-dimethyl-cyclohexane-1,2-diamine). The reagents and catalysts are [Cu](I)I (copper iodide). The solvent is O (water), C(C)O (ethanol). Run at temperature 90 celsius, time 4 hour. The product is C(C)(C)(C)OC(NC=1COCC(N1)(C)C1=CC(=CC=C1)N=[N+]=[N-])=O ([5-(3-Azido-phenyl)-5-methyl-5,6-dihydro-2H-[1,4]oxazin-3-yl]-carbamic acid tert-butyl ester). RXN SMILES: [C:1]([O:5][C:6](=[O:22])[NH:7][C:8]1[CH2:9][O:10][CH2:11][C:12]([C:15]2[CH:20]=[CH:19][CH:18]=[C:17](Br)[CH:16]=2)([CH3:14])[N:13]=1)([CH3:4])([CH3:3])[CH3:2].[N-:23]=[N+:24]=[N-:25].[Na+].O=C1O[C@H]([C@H](CO)O)C([O-])=C1O.[Na+].CN[C@@H]1CCCC[C@H]1NC>C(O)C.O.[Cu](I)I>[C:1]([O:5][C:6](=[O:22])[NH:7][C:8]1[CH2:9][O:10][CH2:11][C:12]([C:15]2[CH:20]=[CH:19][CH:18]=[C:17]([N:23]=[N+:24]=[N-:25])[CH:16]=2)([CH3:14])[N:13]=1)([CH3:4])([CH3:3])[CH3:2] |f:1.2,3.4|. Procedure: [5-(3-Bromo-phenyl)-5-methyl-5,6-dihydro-2H-[1,4]oxazin-3-yl]-carbamic acid tert-butyl ester (5.03 g, 12.67 mmol), sodium azide (1.647 g, 25.3 mmol), sodium ascorbate (0.125 g, 0.63 mmol), copper iodide (0.241 g, 1.27 mmol) and (1R,2R)-N,N′-dimethyl-cyclohexane-1,2-diamine (0.270 g, 1.90 mmol) were dissolved in ethanol (17.7 ml) and water (7.6 ml). The mixture was stirred under N2 at 90° C. for 4 h and then poured into 1M aqueous KHCO3 solution. The mixture was extracted with EtOAc, and the orga... Reactants: N1C(=CC2=CC=CC=C12)C(=O)O (indole-2-carboxylic acid), C(C)(C)(C)OC(N(C1CNCC1)C)=O (methyl-pyrrolidin-3-yl-carbamic acid tert-butyl ester), C1=CN(C=N1)C(=O)N2C=CN=C2 (CDI). The solvent is C1CCOC1 (THF). Reaction conditions: time 18 hour. Yields the product C(C)(C)(C)OC(N(C)C1CN(CC1)C(=O)C=1NC2=CC=CC=C2C1)=O ([1-(1H-Indole-2-carbonyl)-pyrrolidin-3-yl]-methyl-carbamic acid tert-butyl ester). Isolated yield 82.3%. As a reaction SMILES: [NH:1]1[C:9]2[C:4](=[CH:5][CH:6]=[CH:7][CH:8]=2)[CH:3]=[C:2]1[C:10]([OH:12])=O.[C:13]([O:17][C:18](=[O:26])[N:19]([CH3:25])[CH:20]1[CH2:24][CH2:23][NH:22][CH2:21]1)([CH3:16])([CH3:15])[CH3:14].C1N=CN(C(N2C=NC=C2)=O)C=1>C1COCC1>[C:13]([O:17][C:18](=[O:26])[N:19]([CH:20]1[CH2:24][CH2:23][N:22]([C:10]([C:2]2[NH:1][C:9]3[C:4]([CH:3]=2)=[CH:5][CH:6]=[CH:7][CH:8]=3)=[O:12])[CH2:21]1)[CH3:25])([CH3:16])([CH3:14])[CH3:15]. Procedure details: To a solution of indole-2-carboxylic acid (388 mg, 2.40 mmol) and methyl-pyrrolidin-3-yl-carbamic acid tert-butyl ester (401 mg, 2.00 mmol) in THF (16 mL) was added CDI (356 mg, 2.20 mmol). After 18 h at rt, the mixture was concentrated, diluted with CH2Cl2, washed with satd. aq. Na2CO3 and water, dried (Na2SO4), and concentrated. The residue was purified by FCC to give the title compound (565 mg, 69%). MS (ESI): mass calcd. for C19H25N3O3, 343.19; m/z found, 344 [M+H]+. 1H NMR (CDCl3): 9.73 (s,... Starting materials: CCOc1cc(-n2c(=O)cc(C(F)(F)F)n(C)c2=O)c(F)cc1C#C[Si](C)(C)C, CCO, [F-], [K+]. The product is C#Cc1cc(F)c(-n2c(=O)cc(C(F)(F)F)n(C)c2=O)cc1OCC. Reaction SMILES: [CH2:1]([CH3:2])[O:3][c:4]1[c:5]([C:24]#[C:25][Si:26]([CH3:27])([CH3:28])[CH3:29])[cH:6][c:7]([F:23])[c:8](-[n:10]2[c:11](=[O:22])[n:12]([CH3:21])[c:13]([C:17]([F:18])([F:19])[F:20])[cH:14][c:15]2=[O:16])[cH:9]1.[CH3:32][CH2:33][OH:34].[F-:30].[K+:31]>>[CH2:1]([CH3:2])[O:3][c:4]1[c:5]([C:24]#[CH:25])[cH:6][c:7]([F:23])[c:8](-[n:10]2[c:11](=[O:22])[n:12]([CH3:21])[c:13]([C:17]([F:18])([F:19])[F:20])[cH:14][c:15]2=[O:16])[cH:9]1.